Dataset: the Open Reaction Database (ORD), a public repository of structured organic reaction records. Task: describe an organic reaction: reactants, conditions, products, and yield Starting materials: ice water, CC1=C(N=C(O1)C1=CC=CC=C1)COC1=CC=C(CN2N=C(C(=C2)C=O)OCC2=CC=C(C=C2)OCC=2N=C(OC2C)C2=CC=CC=C2)C=C1 (1-[4-(5-methyl-2-phenyl-4-oxazolylmethoxy)benzyl]-3-[4-(5-methyl-2-phenyl-4-oxazolylmethoxy)benzyloxy]-1H-pyrazol-4-carbaldehyde), C(C)OP(=O)(OCC)CC(=O)OCC (ethyl diethylphosphonoacetate), [H-].[Na+] (sodium hydride). Run in CN(C=O)C (N,N-dimethylformamide). Run at time 2 hour. Product: CC1=C(N=C(O1)C1=CC=CC=C1)COC1=CC=C(CN2N=C(C(=C2)/C=C/C(=O)OCC)OCC2=CC=C(C=C2)OCC=2N=C(OC2C)C2=CC=CC=C2)C=C1 (ethyl(E)-3-[1-[4-(5-methyl-2-phenyl-4-oxazolylmethoxy)benzyl]-3-[4-(5-methyl-2-phenyl-4-oxazolylmethoxy)benzyloxy]-1H-pyrazol-4-yl]propenoate). The yield is 91.9%. Reaction SMILES: [CH3:1][C:2]1[O:6][C:5]([C:7]2[CH:12]=[CH:11][CH:10]=[CH:9][CH:8]=2)=[N:4][C:3]=1[CH2:13][O:14][C:15]1[CH:50]=[CH:49][C:18]([CH2:19][N:20]2[CH:24]=[C:23]([CH:25]=O)[C:22]([O:27][CH2:28][C:29]3[CH:34]=[CH:33][C:32]([O:35][CH2:36][C:37]4[N:38]=[C:39]([C:43]5[CH:48]=[CH:47][CH:46]=[CH:45][CH:44]=5)[O:40][C:41]=4[CH3:42])=[CH:31][CH:30]=3)=[N:21]2)=[CH:17][CH:16]=1.C(OP([CH2:59][C:60]([O:62][CH2:63][CH3:64])=[O:61])(OCC)=O)C.[H-].[Na+]>CN(C)C=O>[CH3:1][C:2]1[O:6][C:5]([C:7]2[CH:12]=[CH:11][CH:10]=[CH:9][CH:8]=2)=[N:4][C:3]=1[CH2:13][O:14][C:15]1[CH:16]=[CH:17][C:18]([CH2:19][N:20]2[CH:24]=[C:23](/[CH:25]=[CH:59]/[C:60]([O:62][CH2:63][CH3:64])=[O:61])[C:22]([O:27][CH2:28][C:29]3[CH:34]=[CH:33][C:32]([O:35][CH2:36][C:37]4[N:38]=[C:39]([C:43]5[CH:44]=[CH:45][CH:46]=[CH:47][CH:48]=5)[O:40][C:41]=4[CH3:42])=[CH:31][CH:30]=3)=[N:21]2)=[CH:49][CH:50]=1 |f:2.3|. Procedure: To a mixture of 1-[4-(5-methyl-2-phenyl-4-oxazolylmethoxy)benzyl]-3-[4-(5-methyl-2-phenyl-4-oxazolylmethoxy)benzyloxy]-1H-pyrazol-4-carbaldehyde (25.20 g), ethyl diethylphosphonoacetate (9.50 g), and N,N-dimethylformamide (200 ml), sodium hydride (60%, oily, 1.68 g) was added at 0° C., and the mixture was stirred at room temperature for 2 hours. The reaction mixture was added to ice water, and the obtained crystals were collected by filtration, and ethyl(E)-3-[1-[4-(5-methyl-2-phenyl-4-oxazolylm...